This data is from the Open Reaction Database (ORD), a public repository of structured organic reaction records. The task is: describe an organic reaction: reactants, conditions, products, and yield Reactants: Brc1cccnc1, CCOCC, O=Cc1ccc(Cl)cc1Cl, [Li]CCCC, C1CCOC1. RXN SMILES: [Br:11][c:12]1[cH:13][n:14][cH:15][cH:16][cH:17]1.[CH3:1][CH2:2][O:3][CH2:4][CH3:5].[Cl:18][c:19]1[c:20]([CH:21]=[O:22])[cH:23][cH:24][c:25]([Cl:27])[cH:26]1.[Li:6][CH2:7][CH2:8][CH2:9][CH3:10].[O:28]1[CH2:29][CH2:30][CH2:31][CH2:32]1>>[c:12]1([CH:21]([c:20]2[c:19]([Cl:18])[cH:26][c:25]([Cl:27])[cH:24][cH:23]2)[OH:22])[cH:13][n:14][cH:15][cH:16][cH:17]1. Yields the product OC(c1cccnc1)c1ccc(Cl)cc1Cl. RXN SMILES: [CH3:52][C:53]#[N:54].[Cl-:49].[ClH:51].[I:37][Si:38]([CH3:39])([CH3:40])[CH3:41].[NH4+:50].[SH:42][c:43]1[cH:44][cH:45][cH:46][cH:47][cH:48]1.[c:1]1(-[c:31]2[cH:32][cH:33][cH:34][cH:35][cH:36]2)[cH:2][cH:3][c:4]([C:7]2([S:26][CH2:27][CH2:28][CH2:29][CH3:30])[CH2:8][CH:9]([C:22](=[O:23])[O:24][CH3:25])[N:10]([C:12]([O:13][CH2:14][c:15]3[cH:16][cH:17][cH:18][cH:19][cH:20]3)=[O:21])[CH2:11]2)[cH:5][cH:6]1>>[ClH:49].[c:1]1(-[c:31]2[cH:32][cH:33][cH:34][cH:35][cH:36]2)[cH:2][cH:3][c:4]([C:7]2([S:26][CH2:27][CH2:28][CH2:29][CH3:30])[CH2:8][CH:9]([C:22](=[O:23])[O:24][CH3:25])[NH:10][CH2:11]2)[cH:5][cH:6]1. The reactants are CC#N, [Cl-], Cl, C[Si](C)(C)I, [NH4+], Sc1ccccc1, CCCCSC1(c2ccc(-c3ccccc3)cc2)CC(C(=O)OC)N(C(=O)OCc2ccccc2)C1. The product is Cl, CCCCSC1(c2ccc(-c3ccccc3)cc2)CNC(C(=O)OC)C1. Isolated yield 83.3%. Run at temperature 60 celsius, time 3 hour. The solvent is C(C)O (ethanol), C1CCOC1 (THF), O (water), Cl (hydrochloric acid). Procedure: To a mixed solution of the compound (14 mg, 0.03 mmol) obtained in step 1 in ethanol (1.0 mL) and THF (1.0 mL) was added 1N aqueous sodium hydroxide solution (0.059 mL, 0.06 mmol) at room temperature, and the mixture was stirred at 60° C. for 3 hr. The reaction mixture was diluted with water, 1N hydrochloric acid was added until the mixture became pH 2-3, and the mixture was extracted with ethyl acetate. The organic layer was washed with saturated brine and dried, and the solvent was evaporated ... Yields the product C(C)(C)(C)N1N=CC(=C1C1=CC=C(C=C1)F)C=1SC=C(N1)C(C(=O)O)CC1=CC=CC=C1 (2-(2-(1-(tert-butyl)-5-(4-fluorophenyl)-1H-pyrazol-4-yl)thiazol-4-yl)-3-phenylpropanoic acid). As a reaction SMILES: [C:1]([N:5]1[C:9]([C:10]2[CH:15]=[CH:14][C:13]([F:16])=[CH:12][CH:11]=2)=[C:8]([C:17]2[S:18][CH:19]=[C:20]([CH:22]([CH2:28][C:29]3[CH:34]=[CH:33][CH:32]=[CH:31][CH:30]=3)[C:23]([O:25]CC)=[O:24])[N:21]=2)[CH:7]=[N:6]1)([CH3:4])([CH3:3])[CH3:2].[OH-].[Na+]>C(O)C.C1COCC1.O.Cl>[C:1]([N:5]1[C:9]([C:10]2[CH:11]=[CH:12][C:13]([F:16])=[CH:14][CH:15]=2)=[C:8]([C:17]2[S:18][CH:19]=[C:20]([CH:22]([CH2:28][C:29]3[CH:30]=[CH:31][CH:32]=[CH:33][CH:34]=3)[C:23]([OH:25])=[O:24])[N:21]=2)[CH:7]=[N:6]1)([CH3:4])([CH3:2])[CH3:3] |f:1.2|. The reactants are C(C)(C)(C)N1N=CC(=C1C1=CC=C(C=C1)F)C=1SC=C(N1)C(C(=O)OCC)CC1=CC=CC=C1 (ethyl 2-(2-(1-(tert-butyl)-5-(4-fluorophenyl)-1H-pyrazol-4-yl)thiazol-4-yl)-3-phenylpropanoate), [OH-].[Na+] (sodium hydroxide). Conditions: temperature 50 celsius. Yield: 86.4%. Solvent: O1CCOCC1 (dioxane), CS(=O)C (DMSO). Reported procedure: A mixture of methyl 7-(2-bromo-4-fluorobenzenesulfonylamino)-4H-furo[2,3-c]chromene-6-carboxylate (Intermediate 7, 0.09 g) and acetic acid (R)-1-((Z)-3-tributylstannylallyl)-pyrrolidin-3-yl ester (Intermediate 83, 0.170 g) in dioxane (4.5 mL) and DMSO (0.5 mL) was de-gassed and purged with argon for several minutes. tris-(Dibenzylideneacetone)dipalladium (0.017 g) and tri-tert-butylphosphonium tetrafluoroborate (0.011 g) were added and the solution was de-gassed, purged with argon and then heate... Product: FC1=CC(=C(C=C1)S(=O)(=O)NC1=CC=C2C3=C(COC2=C1C(=O)OC)OC=C3)\C=C/CN3C[C@@H](CC3)OC(C)=O (methyl 7-{4-fluoro-2-[(Z)-3-((R)-3-acetoxypyrrolidin-1-yl)-prop-1-enyl]-benzenesulfonylamino}-4H-furo[2,3-c]chromene-6-carboxylate). Starting materials: BrC1=C(C=CC(=C1)F)S(=O)(=O)NC1=CC=C2C3=C(COC2=C1C(=O)OC)OC=C3 (methyl 7-(2-bromo-4-fluorobenzenesulfonylamino)-4H-furo[2,3-c]chromene-6-carboxylate), BrC1=C(C=CC(=C1)F)S(=O)(=O)NC1=CC=C2C3=C(COC2=C1C(=O)OC)OC=C3 (methyl 7-(2-bromo-4-fluorobenzenesulfonylamino)-4H-furo[2,3-c]chromene-6-carboxylate), C(CCC)[Sn](\C=C/CN1C[C@@H](CC1)OC(C)=O)(CCCC)CCCC (acetic acid (R)-1-((Z)-3-tributylstannylallyl)-pyrrolidin-3-yl ester), C(CCC)[Sn](\C=C/CN1C[C@@H](CC1)OC(C)=O)(CCCC)CCCC (acetic acid (R)-1-((Z)-3-tributylstannylallyl)-pyrrolidin-3-yl ester). As a reaction SMILES: Br[C:2]1[CH:7]=[C:6]([F:8])[CH:5]=[CH:4][C:3]=1[S:9]([NH:12][C:13]1[C:22]([C:23]([O:25][CH3:26])=[O:24])=[C:21]2[C:16]([C:17]3[CH:29]=[CH:28][O:27][C:18]=3[CH2:19][O:20]2)=[CH:15][CH:14]=1)(=[O:11])=[O:10].C([Sn](CCCC)(CCCC)/[CH:35]=[CH:36]\[CH2:37][N:38]1[CH2:42][CH2:41][C@@H:40]([O:43][C:44](=[O:46])[CH3:45])[CH2:39]1)CCC>O1CCOCC1.CS(C)=O>[F:8][C:6]1[CH:5]=[CH:4][C:3]([S:9]([NH:12][C:13]2[C:22]([C:23]([O:25][CH3:26])=[O:24])=[C:21]3[C:16]([C:17]4[CH:29]=[CH:28][O:27][C:18]=4[CH2:19][O:20]3)=[CH:15][CH:14]=2)(=[O:11])=[O:10])=[C:2](/[CH:35]=[CH:36]\[CH2:37][N:38]2[CH2:42][CH2:41][C@@H:40]([O:43][C:44](=[O:46])[CH3:45])[CH2:39]2)[CH:7]=1. The reactants are NC=1C2=C(N=CN1)C1=C(S2)N=C(C=C1CCC)N1CCC(CC1)=O (1-(4-amino-9-propyl-pyrido[3′,2′:4,5]thieno[3,2-d]pyrimidin -7-yl)-piperidin-4-one), NC[C@@H](O)C1=CC=CC=C1 ((S)-2-amino-1-phenylethanol), C(#N)[BH3-] (Cyanoborohydride). Reagents/catalysts: C(C)(=O)O (acetic acid). Run in CN(C)C=O (DMF). Reaction conditions: time 16 hour. The product is NC=1C2=C(N=CN1)C1=C(S2)N=C(C=C1CCC)N1CCC(CC1)NC[C@@H](O)C1=CC=CC=C1 ((S)-2-[1-(4-amino-9-propyl-pyrido[3′,2′:4,5]thieno[3,2-d]pyrimidin-7-yl) -piperidin-4-ylamino]-1-phenyl-ethanol). Isolated yield 56.2%. Reaction SMILES: [NH2:1][C:2]1[C:3]2[S:10][C:9]3[N:11]=[C:12]([N:18]4[CH2:23][CH2:22][C:21](=O)[CH2:20][CH2:19]4)[CH:13]=[C:14]([CH2:15][CH2:16][CH3:17])[C:8]=3[C:4]=2[N:5]=[CH:6][N:7]=1.[NH2:25][CH2:26][C@H:27]([C:29]1[CH:34]=[CH:33][CH:32]=[CH:31][CH:30]=1)[OH:28].C([BH3-])#N>CN(C=O)C.C(O)(=O)C>[NH2:1][C:2]1[C:3]2[S:10][C:9]3[N:11]=[C:12]([N:18]4[CH2:19][CH2:20][CH:21]([NH:25][CH2:26][C@H:27]([C:29]5[CH:34]=[CH:33][CH:32]=[CH:31][CH:30]=5)[OH:28])[CH2:22][CH2:23]4)[CH:13]=[C:14]([CH2:15][CH2:16][CH3:17])[C:8]=3[C:4]=2[N:5]=[CH:6][N:7]=1. Procedure details: 1-(4-Amino-9-propyl-pyrido[3′,2′:4,5]thieno[3,2-d]pyrimidin-7-yl)-piperidin-4-one (Example 4) (341 mg, 1.00 mmol) and (S)-2-amino-1-phenylethanol (142 mg, 1.00 mmol) was dissolved in 10 mL of dry DMF. MP-Cyanoborohydride (0534 mg, 1.20 mmol) was added followed by 10 drops of glacial acetic acid. This mixture was shaken for 16 h. The resin was removed by filtration and washed with MeOH and dichloromethane. The filtrate was evaporated. The residue was treated with 2 M sodium carbonate solution. Th...